From a dataset of the Open Reaction Database (ORD), a public repository of structured organic reaction records. describe an organic reaction: reactants, conditions, products, and yield The reactants are CO, O=C(CBr)c1cccc(OC(F)(F)F)c1, [N-]=[N+]=[N-], [Na+]. Product: [N-]=[N+]=NCC(=O)c1cccc(OC(F)(F)F)c1. Reaction SMILES: [CH3:20][OH:21].[F:5][C:6]([O:7][c:8]1[cH:9][c:10]([C:11]([CH2:12][Br:13])=[O:14])[cH:15][cH:16][cH:17]1)([F:18])[F:19].[N-:2]=[N+:3]=[N-:4].[Na+:1]>>[N:2](=[N+:3]=[N-:4])[CH2:12][C:11]([c:10]1[cH:9][c:8]([O:7][C:6]([F:5])([F:18])[F:19])[cH:17][cH:16][cH:15]1)=[O:14]. Starting materials: ClS(=O)(=O)O (chlorosulfonic acid), COC1=CC=C(C(=O)OCC)C=C1 (ethyl 4-methoxybenzoate), ice. The solvent is C(Cl)(Cl)(Cl)Cl (CCl4), C(Cl)(Cl)(Cl)Cl (CCl4). Reaction conditions: temperature -10 celsius, time 2 hour. Yields the product ClSC=1C=C(C(=O)OCC)C=CC1OC (Ethyl 3-chlorosulfanyl-4-methoxybenzoate). RXN SMILES: [CH3:1][O:2][C:3]1[CH:13]=[CH:12][C:6]([C:7]([O:9][CH2:10][CH3:11])=[O:8])=[CH:5][CH:4]=1.[Cl:14][S:15](O)(=O)=O>C(Cl)(Cl)(Cl)Cl>[Cl:14][S:15][C:4]1[CH:5]=[C:6]([CH:12]=[CH:13][C:3]=1[O:2][CH3:1])[C:7]([O:9][CH2:10][CH3:11])=[O:8]. Procedure details: A solution of ethyl 4-methoxybenzoate (15.7 g; 87.2 mmol) in CCl4 (60 ml) was cooled to −15° C., and chlorosulfonic acid (17.5 ml; 263 mmol) was added dropwise over a period of 15 min, resulting in a temperature increase to −10° C. After the addition had ended, the reaction mixture was stirred at room temperature for 2 h and then heated at 50° C. until no more starting material could be detected by thin-layer chromatography. With ice-cooling and vigorous stirring, the reaction mixture was added ...